This data is from the Open Reaction Database (ORD), a public repository of structured organic reaction records. The task is: describe an organic reaction: reactants, conditions, products, and yield Reactants: [OH-].COC(=O)NS(=O)(=O)[N+](CC)(CC)CC (methoxycarbonylsulfamoyltriethylammonium hydroxide), C(#N)C1=CC(=C(C=C1)C1NC(N(C(=C1C(=O)N)C)C1=CC(=CC=C1)C(F)(F)F)=O)S(=O)(=O)CC ((rac)-4-[4-Cyano-2-(ethylsulfonyl)phenyl]-6-methyl-2-oxo-1-[3-(trifluoromethyl)phenyl]-1,2,3,4-tetrahydropyrimidine-5-carboxamide), O (Water). The solvent is C1CCOC1 (THF). Run at time 75 minute. Yields the product C(#N)C1=CC(=C(C=C1)C1NC(N(C(=C1C#N)C)C1=CC(=CC=C1)C(F)(F)F)=O)S(=O)(=O)CC ((rac)-4-[4-Cyano-2-(ethylsulfonyl)phenyl]-6-methyl-2-oxo-1-[3-(trifluoromethyl)phenyl]-1,2,3,4-tetrahydropyrimidine-5-carbonitrile). Reaction SMILES: [C:1]([C:3]1[CH:8]=[CH:7][C:6]([CH:9]2[C:14]([C:15]([NH2:17])=O)=[C:13]([CH3:18])[N:12]([C:19]3[CH:24]=[CH:23][CH:22]=[C:21]([C:25]([F:28])([F:27])[F:26])[CH:20]=3)[C:11](=[O:29])[NH:10]2)=[C:5]([S:30]([CH2:33][CH3:34])(=[O:32])=[O:31])[CH:4]=1)#[N:2].[OH-].COC(NS([N+](CC)(CC)CC)(=O)=O)=O.O>C1COCC1>[C:1]([C:3]1[CH:8]=[CH:7][C:6]([CH:9]2[C:14]([C:15]#[N:17])=[C:13]([CH3:18])[N:12]([C:19]3[CH:24]=[CH:23][CH:22]=[C:21]([C:25]([F:28])([F:27])[F:26])[CH:20]=3)[C:11](=[O:29])[NH:10]2)=[C:5]([S:30]([CH2:33][CH3:34])(=[O:32])=[O:31])[CH:4]=1)#[N:2] |f:1.2|. Procedure details: The reaction was carried out under argon. (rac)-4-[4-Cyano-2-(ethylsulfonyl)phenyl]-6-methyl-2-oxo-1-[3-(trifluoromethyl)phenyl]-1,2,3,4-tetrahydropyrimidine-5-carboxamide (1000 mg, 2.03 mmol) was initially charged in dry THF (50 ml), methoxycarbonylsulfamoyltriethylammonium hydroxide (Burgess reagent; 726 mg, 3.046 mmol) was added and the mixture was stirred at RT. After 75 min, HPLC control showed complete conversion. Water (20 ml) was then added, the reaction mixture was concentrated and the ... The reactants are F[B-](F)(F)F, CCN(C(C)C)C(C)C, Cc1sc(C(=O)O)c2c1C1C(C2)C1(C)C, O=CO, Cl, NCc1ccc(O)cc1Cl, CN(C)C=O, CN(C)C(On1nnc2ccccc21)=[N+](C)C. Product: Cc1sc(C(=O)NCc2ccc(O)cc2Cl)c2c1C1C(C2)C1(C)C. Reaction SMILES: [B-:16]([F:17])([F:18])([F:19])[F:20].[CH2:38]([N:39]([CH:40]([CH3:41])[CH3:42])[CH:43]([CH3:44])[CH3:45])[CH3:46].[CH3:1][C:2]1([CH3:15])[CH:3]2[CH:4]1[CH2:5][c:6]1[c:7]([C:12](=[O:13])[OH:14])[s:8][c:9]([CH3:11])[c:10]12.[CH:63]([OH:64])=[O:65].[ClH:47].[NH2:48][CH2:49][c:50]1[c:51]([Cl:57])[cH:52][c:53]([OH:56])[cH:54][cH:55]1.[O:58]=[CH:59][N:60]([CH3:61])[CH3:62].[n:21]1([O:22][C:23]([N:24]([CH3:25])[CH3:26])=[N+:27]([CH3:28])[CH3:29])[c:30]2[cH:31][cH:32][cH:33][cH:34][c:35]2[n:36][n:37]1>>[CH3:1][C:2]1([CH3:15])[CH:3]2[CH:4]1[CH2:5][c:6]1[c:7]([C:12](=[O:14])[NH:48][CH2:49][c:50]3[c:51]([Cl:57])[cH:52][c:53]([OH:56])[cH:54][cH:55]3)[s:8][c:9]([CH3:11])[c:10]12.